From a dataset of the Open Reaction Database (ORD), a public repository of structured organic reaction records. describe an organic reaction: reactants, conditions, products, and yield Reactants: [Cl-], COc1ccc(CC(=O)CF)cc1, N, [NH4+], N#C[Na]. Product: COc1ccc(CC(N)(C#N)CF)cc1. Reaction SMILES: [Cl-:14].[F:1][CH2:2][C:3]([CH2:4][c:5]1[cH:6][cH:7][c:8]([O:11][CH3:12])[cH:9][cH:10]1)=[O:13].[NH3:16].[NH4+:15].[Na:17][C:18]#[N:19]>>[F:1][CH2:2][C:3]([CH2:4][c:5]1[cH:6][cH:7][c:8]([O:11][CH3:12])[cH:9][cH:10]1)([NH2:15])[C:18]#[N:19]. Reactants: O=C([O-])[O-], CC(C)(C)OC(=O)N1CCC(C(=O)O)CC1, CI, [K+], [K+], CN(C)C=O. Yields the product COC(=O)C1CCN(C(=O)OC(C)(C)C)CC1. RXN SMILES: [C:17](=[O:18])([O-:19])[O-:20].[C:1]([CH3:2])([CH3:3])([CH3:4])[O:5][C:6](=[O:7])[N:8]1[CH2:9][CH2:10][CH:11]([C:14](=[O:15])[OH:16])[CH2:12][CH2:13]1.[I:23][CH3:24].[K+:21].[K+:22].[O:25]=[CH:26][N:27]([CH3:28])[CH3:29]>>[C:1]([CH3:2])([CH3:3])([CH3:4])[O:5][C:6](=[O:7])[N:8]1[CH2:9][CH2:10][CH:11]([C:14](=[O:15])[O:16][CH3:17])[CH2:12][CH2:13]1. Starting materials: ClC=1C(=C(C=C2C(C(=CN(C12)C1CC1)C(=O)OCC)=O)F)F (ethyl 8-chloro-1-cyclopropyl-6,7-difluoro-1,4-dihydro-4-oxo-3-quinolinecarboxylate), C(CCC)[Sn](CCCC)(CCCC)C#C[Si](C)(C)C (tributylstannyl-trimethylsilyl-acetylene). The reagents and catalysts are C=1C=CC(=CC1)[P](C=2C=CC=CC2)(C=3C=CC=CC3)[Pd]([P](C=4C=CC=CC4)(C=5C=CC=CC5)C=6C=CC=CC6)([P](C=7C=CC=CC7)(C=8C=CC=CC8)C=9C=CC=CC9)[P](C=1C=CC=CC1)(C=1C=CC=CC1)C=1C=CC=CC1 (tetrakis(triphenylphosphine)palladium(0)). Run in C1(=CC=CC=C1)C (toluene). Conditions: temperature -18 celsius. Product: C1(CC1)N1C=C(C(C2=CC(=C(C(=C12)C#C[Si](C)(C)C)F)F)=O)C(=O)OCC (ethyl 1-cyclopropyl-6,7-difluoro-1,4-dihydro-8-(trimethylsilylethinyl)-4-oxo-3-quinolinecarboxylate). Yield: 38.0%. Reaction SMILES: Cl[C:2]1[C:3]([F:22])=[C:4]([F:21])[CH:5]=[C:6]2[C:11]=1[N:10]([CH:12]1[CH2:14][CH2:13]1)[CH:9]=[C:8]([C:15]([O:17][CH2:18][CH3:19])=[O:16])[C:7]2=[O:20].C([Sn]([C:36]#[C:37][Si:38]([CH3:41])([CH3:40])[CH3:39])(CCCC)CCCC)CCC>C1(C)C=CC=CC=1.C1C=CC([P]([Pd]([P](C2C=CC=CC=2)(C2C=CC=CC=2)C2C=CC=CC=2)([P](C2C=CC=CC=2)(C2C=CC=CC=2)C2C=CC=CC=2)[P](C2C=CC=CC=2)(C2C=CC=CC=2)C2C=CC=CC=2)(C2C=CC=CC=2)C2C=CC=CC=2)=CC=1>[CH:12]1([N:10]2[C:11]3[C:6](=[CH:5][C:4]([F:21])=[C:3]([F:22])[C:2]=3[C:36]#[C:37][Si:38]([CH3:41])([CH3:40])[CH3:39])[C:7](=[O:20])[C:8]([C:15]([O:17][CH2:18][CH3:19])=[O:16])=[CH:9]2)[CH2:14][CH2:13]1 |^1:52,54,73,92|. Procedure: 1.64 g of ethyl 8-chloro-1-cyclopropyl-6,7-difluoro-1,4-dihydro-4-oxo-3-quinolinecarboxylate, 3 g of tributylstannyl-trimethylsilyl-acetylene and 0.29 g of tetrakis(triphenylphosphine)palladium(0) are refluxed for 42 hours in 20 ml of absolute toluene under a nitrogen atmosphere. The reaction mixture is cooled to approx. -18° C. and filtered. After the filter residue has been dried, 0.74 g of ethyl 1-cyclopropyl-6,7-difluoro-1,4-dihydro-8-(trimethylsilylethinyl)-4-oxo-3-quinolinecarboxylate is o... Reactants: CCCCCCN1C(=O)C=CC1=O, CO, CCCC(=NN)c1cccc([N+](=O)[O-])c1, C1COCCO1. The product is CCCCCCN1C(=O)C2C(C1=O)C2(CCC)c1cccc([N+](=O)[O-])c1. RXN SMILES: [CH2:16]([CH2:17][CH2:18][CH2:19][CH2:20][CH3:21])[N:22]1[C:23](=[O:28])[CH:24]=[CH:25][C:26]1=[O:27].[CH3:29][OH:30].[N+:1](=[O:2])([O-:3])[c:4]1[cH:5][c:6]([C:10]([CH2:11][CH2:12][CH3:13])=[N:14][NH2:15])[cH:7][cH:8][cH:9]1.[O:31]1[CH2:32][CH2:33][O:34][CH2:35][CH2:36]1>>[N+:1](=[O:2])([O-:3])[c:4]1[cH:5][c:6]([C:10]2([CH2:11][CH2:12][CH3:13])[CH:24]3[C:23](=[O:28])[N:22]([CH2:16][CH2:17][CH2:18][CH2:19][CH2:20][CH3:21])[C:26](=[O:27])[CH:25]23)[cH:7][cH:8][cH:9]1. Reactants: C(C)O (ethanol), [C-]#N.[Na+] (sodium cyanide), 22.1, CS(=O)(=O)OC1C(CCCC1)N(C)C (2-(dimethylamino)-cyclohexanol methanesulfonate), C([O-])([O-])=O.[Na+].[Na+] (sodium carbonate). Run in C(Cl)Cl (methylene chloride), Cl (HCl). The product is CN(C1C(CCCC1)C#N)C (2-(Dimethylamino)cyclohexanecarbonitrile). RXN SMILES: C(O)C.[C-:4]#[N:5].[Na+].CS(O[CH:12]1[CH2:17][CH2:16][CH2:15][CH2:14][CH:13]1[N:18]([CH3:20])[CH3:19])(=O)=O.C(=O)([O-])[O-].[Na+].[Na+]>Cl.C(Cl)Cl>[CH3:19][N:18]([CH3:20])[CH:13]1[CH2:14][CH2:15][CH2:16][CH2:17][CH:12]1[C:4]#[N:5] |f:1.2,4.5.6|. Procedure: To 200 mL of 80% aqueous ethanol add 10 g (0.2 mol) of sodium cyanide and 22.1 (0.1 mol) of 2-(dimethylamino)-cyclohexanol methanesulfonate. Reflux the reaction and monitor by thin-layer chromatography. Upon completion add in HCl until gas evolution ceases. Remove solvent in vacuo and add saturated aqueous sodium carbonate (ph=11) and 100 mL of methylene chloride. Separate the layers and dry the organic phase over Na2SO4. Filter the drying agent and evaporate the solvent in vacuo to obtain the t... Starting materials: Mg, ClC1=C(C(=CC=C1)Cl)C (2,6-dichlorotoluene), 21, BrCCBr (1,2-dibromoethane), C1(CCCCC1)=O (cyclohexanone). The solvent is O1CCCC1 (THF), O1CCCC1 (THF), O1CCCC1 (tetrahydrofuran). Run at time 4 hour. Product: ClC=1C(=C(C=CC1)C1(CCCCC1)O)C (1-(3'-Chloro-2'-methylphenyl)-cyclohexanol). RXN SMILES: BrCCBr.Cl[C:6]1[CH:11]=[CH:10][CH:9]=[C:8]([Cl:12])[C:7]=1[CH3:13].[C:14]1(=[O:20])[CH2:19][CH2:18][CH2:17][CH2:16][CH2:15]1>O1CCCC1>[Cl:12][C:8]1[C:7]([CH3:13])=[C:6]([C:14]2([OH:20])[CH2:19][CH2:18][CH2:17][CH2:16][CH2:15]2)[CH:11]=[CH:10][CH:9]=1. Procedure details: 96 g (4 moles) of Mg turnings in 60 ml of absolute tetrahydrofuran (THF) are initially taken under a nitrogen atmosphere. 1 ml of 1,2-dibromoethane is added at 65° C., after which a solution of 644 g (4 moles) of 2,6-dichlorotoluene in 1.5 1 of absolute THF is added dropwise in the course of 21/4 hours. Thereafter, the mixture is stirred for 4 hours under reflux and cooled to room temperature, and 352.8 g (3.6 moles) of cyclohexanone in 250 ml of absolute THF are added under nitrogen. When the r... The reactants are CN(C1=C(CN2C[C@@H](CC2)NC=2N=CC(=NC2)/C=C/C(=O)NOC2OCCCC2)C=CC=C1)C ((2E)-3-[5-({(3R)-1-[2-(dimethylamino)benzyl]-3-pyrrolidinyl}amino)-2-pyrazinyl]-N-(tetrahydro-2H-pyran-2-yloxy)acrylamide), Cl (HCl). Run in CO (MeOH), CCO (EtOH). Conditions: time 1 hour. Yields the product Cl.Cl.Cl.CN(C1=C(CN2C[C@@H](CC2)NC=2N=CC(=NC2)/C=C/C(=O)NO)C=CC=C1)C ((2E)-3-[5-({(3R)-1-[2-(dimethylamino) benzyl]-3-pyrrolidinyl}amino)-2-pyrazinyl]-N-hydroxyacrylamide trihydrochloride). Reaction SMILES: [CH3:1][N:2]([CH3:34])[C:3]1[CH:33]=[CH:32][CH:31]=[CH:30][C:4]=1[CH2:5][N:6]1[CH2:10][CH2:9][C@@H:8]([NH:11][C:12]2[N:13]=[CH:14][C:15](/[CH:18]=[CH:19]/[C:20]([NH:22][O:23]C3CCCCO3)=[O:21])=[N:16][CH:17]=2)[CH2:7]1.[ClH:35]>CO.CCO>[ClH:35].[ClH:35].[ClH:35].[CH3:34][N:2]([CH3:1])[C:3]1[CH:33]=[CH:32][CH:31]=[CH:30][C:4]=1[CH2:5][N:6]1[CH2:10][CH2:9][C@@H:8]([NH:11][C:12]2[N:13]=[CH:14][C:15](/[CH:18]=[CH:19]/[C:20]([NH:22][OH:23])=[O:21])=[N:16][CH:17]=2)[CH2:7]1 |f:4.5.6.7|. Reported procedure: To a solution of (2E)-3-[5-({(3R)-1-[2-(dimethylamino)benzyl]-3-pyrrolidinyl}amino)-2-pyrazinyl]-N-(tetrahydro-2H-pyran-2-yloxy)acrylamide (236 mg) in MeOH (3.5 mL) was added 2N—HCl solution in EtOH (1.27 mL), which was stirred at room temperature for 1 hour. To the reaction mixture was dropwised IPE (9.4 mL), which was stirred further more 1 hour. The prepicitate was filtered to give (2E)-3-[5-({(3R)-1-[2-(dimethylamino) benzyl]-3-pyrrolidinyl}amino)-2-pyrazinyl]-N-hydroxyacrylamide trihydrochl... Starting materials: CN (methylamine), Br.COC(=O)C=1C(=NSC1NC(=O)OC1=CC=CC=C1)C (4-methoxycarbonyl-3-methyl-5-phenoxycarbonylaminoisothiazole hydrobromide). Run in O (water), C(C)O (ethanol). Product: COC(=O)C=1C(=NSC1NC(=O)NC)C (1-(4-methoxycarbonyl-3-methylisothiazol-5-yl)-3-methylurea). As a reaction SMILES: [CH3:1][NH2:2].Br.[CH3:4][O:5][C:6]([C:8]1[C:9]([CH3:23])=[N:10][S:11][C:12]=1[NH:13][C:14]([O:16]C1C=CC=CC=1)=O)=[O:7]>C(O)C.O>[CH3:4][O:5][C:6]([C:8]1[C:9]([CH3:23])=[N:10][S:11][C:12]=1[NH:13][C:14]([NH:2][CH3:1])=[O:16])=[O:7] |f:1.2|. Procedure: A warm solution of methyl 3-aminocrotonate (prepared according to the method of Conrad and Epstein, Chemische Berichte, 1887, 20, 3054, 10.4 g.) in toluene (20 ml.) was added with stirring to a solution of phenoxycarbonylisothiocyanate (16 g.) in toluene (50 ml.). The temperature of the mixture rose from 20° C. to 35° C. The mixture was then stirred for 11/2 hours at ambient temperature, filtered and the solid residue washed with light petroleum (b.p. 40°-60° C.) to give 3-imino-2-methoxycarbony...